Dataset: the Open Reaction Database (ORD), a public repository of structured organic reaction records. Task: describe an organic reaction: reactants, conditions, products, and yield Reaction SMILES: [CH2:21]([CH3:22])[O:23][C:24]([C:25]([CH3:26])([CH3:27])[c:28]1[cH:29][n:30][c:31]([NH2:37])[c:32]([O:34][CH2:35][CH3:36])[cH:33]1)=[O:38].[CH2:39]([Cl:40])[Cl:41].[Cl-:20].[Cl:14][C:15]([C:16]([Cl:17])=[O:18])=[O:19].[Cl:1][c:2]1[cH:3][c:4]2[cH:5][c:6]([C:11](=[O:12])[OH:13])[nH:7][c:8]2[cH:9][cH:10]1.[O:42]=[CH:43][N:44]([CH3:45])[CH3:46].[cH:47]1[cH:48][cH:49][n:50][cH:51][cH:52]1>>[Cl:1][c:2]1[cH:3][c:4]2[cH:5][c:6]([C:11](=[O:13])[NH:37][c:31]3[n:30][cH:29][c:28]([C:25]([C:24]([O:23][CH2:21][CH3:22])=[O:38])([CH3:26])[CH3:27])[cH:33][c:32]3[O:34][CH2:35][CH3:36])[nH:7][c:8]2[cH:9][cH:10]1. Reactants: CCOC(=O)C(C)(C)c1cnc(N)c(OCC)c1, ClCCl, [Cl-], O=C(Cl)C(=O)Cl, O=C(O)c1cc2cc(Cl)ccc2[nH]1, CN(C)C=O, c1ccncc1. Product: CCOC(=O)C(C)(C)c1cnc(NC(=O)c2cc3cc(Cl)ccc3[nH]2)c(OCC)c1.